Task: describe an organic reaction: reactants, conditions, products, and yield. Dataset: the Open Reaction Database (ORD), a public repository of structured organic reaction records Reactants: C(C(=O)Cl)(=O)Cl (oxalyl chloride), C1(=CC=CC=C1)C=1OC(=C(N1)C(=O)O)C(F)(F)F (2-phenyl-5-trifluoromethyl-oxazole-4-carboxylic acid), CN(C)C=O (DMF). Run in C(Cl)Cl (methylene chloride). Reaction conditions: time 1.5 hour. The product is C1(=CC=CC=C1)C=1OC(=C(N1)C(=O)Cl)C(F)(F)F (2-phenyl-5-trifluoromethyl-oxazole-4-carbonyl chloride). Reaction SMILES: [C:1]1([C:7]2[O:8][C:9]([C:15]([F:18])([F:17])[F:16])=[C:10]([C:12](O)=[O:13])[N:11]=2)[CH:6]=[CH:5][CH:4]=[CH:3][CH:2]=1.C(Cl)(=O)C([Cl:22])=O.CN(C=O)C>C(Cl)Cl>[C:1]1([C:7]2[O:8][C:9]([C:15]([F:18])([F:17])[F:16])=[C:10]([C:12]([Cl:22])=[O:13])[N:11]=2)[CH:6]=[CH:5][CH:4]=[CH:3][CH:2]=1. Reported procedure: To a mixture of 2-phenyl-5-trifluoromethyl-oxazole-4-carboxylic acid (500 mg, 1.90 mmol) in methylene chloride (15 mL) was added oxalyl chloride (0.34 mL, 3.80 mmol) dropwise at 0° C. This was followed by a drop of DMF. The reaction was warmed to room temperature and stirred at room temperature for 1.5 hr. The mixture was concentrated to dryness to afford 2-phenyl-5-trifluoromethyl-oxazole-4-carbonyl chloride as a light yellow solid which was used in the next step without further purification. Starting materials: N(=[N+]=[N-])C=1C=C(C(=O)NC2=C(C(=CC(=C2)C(C)(C)C)NS(=O)(=O)C)OC)C=CC1C (3-azido-N-(5-tert-butyl-3-methanesulfonylamino-2-methoxy-phenyl)-4-methyl-benzamide), C(#C)C1=CN=C(N1C)SC (5-ethynyl-1-methyl-2-methylsulfanyl-1H-imidazole). The product is C(C)(C)(C)C=1C=C(C(=C(C1)NC(C1=CC(=C(C=C1)C)N1N=NC(=C1)C=1N(C(=NC1)SC)C)=O)OC)NS(=O)(=O)C (N-(5-tert-Butyl-3-methanesulfonylamino-2-methoxy-phenyl)-4-methyl-3-[4-(3-methyl-2-methylsulfanyl-3H-imidazol-4-yl)-[1,2,3]triazol-1-yl]-benzamide). Reaction SMILES: [N:1]([C:4]1[CH:5]=[C:6]([CH:27]=[CH:28][C:29]=1[CH3:30])[C:7]([NH:9][C:10]1[CH:15]=[C:14]([C:16]([CH3:19])([CH3:18])[CH3:17])[CH:13]=[C:12]([NH:20][S:21]([CH3:24])(=[O:23])=[O:22])[C:11]=1[O:25][CH3:26])=[O:8])=[N+:2]=[N-:3].[C:31]([C:33]1[N:37]([CH3:38])[C:36]([S:39][CH3:40])=[N:35][CH:34]=1)#[CH:32]>>[C:16]([C:14]1[CH:13]=[C:12]([NH:20][S:21]([CH3:24])(=[O:22])=[O:23])[C:11]([O:25][CH3:26])=[C:10]([NH:9][C:7](=[O:8])[C:6]2[CH:27]=[CH:28][C:29]([CH3:30])=[C:4]([N:1]3[CH:32]=[C:31]([C:33]4[N:37]([CH3:38])[C:36]([S:39][CH3:40])=[N:35][CH:34]=4)[N:3]=[N:2]3)[CH:5]=2)[CH:15]=1)([CH3:18])([CH3:19])[CH3:17]. Reported procedure: Example 25 was prepared from 3-azido-N-(5-tert-butyl-3-methanesulfonylamino-2-methoxy-phenyl)-4-methyl-benzamide and 5-ethynyl-1-methyl-2-methylsulfanyl-1H-imidazole in the same manner as Example 15. ESI MS m/z 584 [C27H33N7O4S+H]+. Reactants: BrC1=CC(=CC=2N=C(OC21)C2=CC=C(C(=O)NCC1CCN(CC1)C1=NC=CC(=N1)C(F)(F)F)C=C2)C#N (4-(7-bromo-5-cyano-1,3-benzoxazol-2-yl)-N-({1-[4-(trifluoromethyl)pyrimidin-2-yl]piperidin-4-yl}methyl)benzamide), C\C(=C\C)\B(O)O ([(1E)-1-methylprop-1-en-1-yl]boronic acid), C([O-])([O-])=O.[K+].[K+] (potassium carbonate). Reagents/catalysts: [Pd](Cl)Cl.C(C)(C)(C)P([C-]1C=CC=C1)C(C)(C)C.[C-]1(C=CC=C1)P(C(C)(C)C)C(C)(C)C.[Fe+2] (1,1′-bis(di-t-butylphosphino)-ferrocene palladium chloride). Run in C(C)(=O)OCC (ethyl acetate), O1CCCC1 (tetrahydrofuran). Yields the product C(#N)C=1C=C(C2=C(N=C(O2)C2=CC=C(C(=O)NCC3CCN(CC3)C3=NC=CC(=N3)C(F)(F)F)C=C2)C1)\C(=C/C)\C (4-{5-Cyano-7-[(1Z)-1-methylprop-1-en-1-yl]-1,3-benzoxazol-2-yl}-N-({1-[4-(trifluoromethyl)pyrimidin-2-yl]piperidin-4-yl}methyl)benzamide). As a reaction SMILES: Br[C:2]1[C:10]2[O:9][C:8]([C:11]3[CH:36]=[CH:35][C:14]([C:15]([NH:17][CH2:18][CH:19]4[CH2:24][CH2:23][N:22]([C:25]5[N:30]=[C:29]([C:31]([F:34])([F:33])[F:32])[CH:28]=[CH:27][N:26]=5)[CH2:21][CH2:20]4)=[O:16])=[CH:13][CH:12]=3)=[N:7][C:6]=2[CH:5]=[C:4]([C:37]#[N:38])[CH:3]=1.[CH3:39]/[C:40](/B(O)O)=[CH:41]/[CH3:42].C(=O)([O-])[O-].[K+].[K+]>O1CCCC1.C(OCC)(=O)C.[Pd](Cl)Cl.C(P(C(C)(C)C)[C-]1C=CC=C1)(C)(C)C.[C-]1(P(C(C)(C)C)C(C)(C)C)C=CC=C1.[Fe+2]>[C:37]([C:4]1[CH:3]=[C:2](/[C:40](/[CH3:39])=[CH:41]\[CH3:42])[C:10]2[O:9][C:8]([C:11]3[CH:12]=[CH:13][C:14]([C:15]([NH:17][CH2:18][CH:19]4[CH2:20][CH2:21][N:22]([C:25]5[N:30]=[C:29]([C:31]([F:33])([F:32])[F:34])[CH:28]=[CH:27][N:26]=5)[CH2:23][CH2:24]4)=[O:16])=[CH:35][CH:36]=3)=[N:7][C:6]=2[CH:5]=1)#[N:38] |f:2.3.4,7.8.9.10|. Procedure details: A mixture of 4-(7-bromo-5-cyano-1,3-benzoxazol-2-yl)-N-({1-[4-(trifluoromethyl)pyrimidin-2-yl]piperidin-4-yl}methyl)benzamide (30 mg, 0.051 mmol), [(1E)-1-methylprop-1-en-1-yl]boronic acid (18 mg, 0.18 mmol), potassium carbonate (3M solution in water) (150 μl), and 1,1′-bis(di-t-butylphosphino)-ferrocene palladium chloride (2 mg, 0.0031 mmol) in tetrahydrofuran (5 ml) was heated at reflux overnight. The mixture was diluted with ethyl acetate, filtered, and concentrated in vacuo. The residue was ... The reactants are N1C=NC(=C1)C=1C(=NOC1C)C1=CC=CC=C1 (4-(1H-imidazol-4-yl)-5-methyl-3-phenyl-isoxazole), [N+](=O)([O-])C=1C=C(C=CC1)B(O)O (3-nitrophenylboronic acid). The product is CC1=C(C(=NO1)C1=CC=CC=C1)C=1N=CN(C1)C1=CC(=CC=C1)[N+](=O)[O-] (5-Methyl-4-[1-(3-nitro-phenyl)-1H-imidazol-4-yl]-3-phenyl-isoxazole). Isolated yield 74.2%. RXN SMILES: [NH:1]1[CH:5]=[C:4]([C:6]2[C:7]([C:12]3[CH:17]=[CH:16][CH:15]=[CH:14][CH:13]=3)=[N:8][O:9][C:10]=2[CH3:11])[N:3]=[CH:2]1.[N+:18]([C:21]1[CH:22]=[C:23](B(O)O)[CH:24]=[CH:25][CH:26]=1)([O-:20])=[O:19]>>[CH3:11][C:10]1[O:9][N:8]=[C:7]([C:12]2[CH:13]=[CH:14][CH:15]=[CH:16][CH:17]=2)[C:6]=1[C:4]1[N:3]=[CH:2][N:1]([C:25]2[CH:24]=[CH:23][CH:22]=[C:21]([N+:18]([O-:20])=[O:19])[CH:26]=2)[CH:5]=1. Procedure: As described for Example 3, 4-(1H-imidazol-4-yl)-5-methyl-3-phenyl-isoxazole (100 mg, 0.44 mmol) was converted, using 3-nitrophenylboronic acid (120 mg, 0.88 mmol) instead of 4-fluorophenylboronic acid, to the title compound (113 mg, 73%) which was obtained as a light yellow foam. MS: m/e=347.1 [M+H]+.